From a dataset of the Open Reaction Database (ORD), a public repository of structured organic reaction records. describe an organic reaction: reactants, conditions, products, and yield Starting materials: [BH4-], CCO, [Cl-], O=Cc1c([N+](=O)[O-])ccc(Cl)c1Cl, [NH4+], [Na+], C1CCOC1. Yields the product O=[N+]([O-])c1ccc(Cl)c(Cl)c1CO. As a reaction SMILES: [BH4-:14].[CH3:16][CH2:17][OH:18].[Cl-:19].[Cl:1][c:2]1[c:3]([CH:4]=[O:5])[c:6]([N+:11](=[O:12])[O-:13])[cH:7][cH:8][c:9]1[Cl:10].[NH4+:20].[Na+:15].[O:21]1[CH2:22][CH2:23][CH2:24][CH2:25]1>>[Cl:1][c:2]1[c:3]([CH2:4][OH:5])[c:6]([N+:11](=[O:12])[O-:13])[cH:7][cH:8][c:9]1[Cl:10].